This data is from the Open Reaction Database (ORD), a public repository of structured organic reaction records. The task is: describe an organic reaction: reactants, conditions, products, and yield The reactants are C(C1=CC=CC=C1)OC=1C(=C(C=CC1)C=CC(=O)OCC)C (ethyl 3-(3-(benzyloxy)-2-methylphenyl)acrylate). Reagents/catalysts: [Pd] (palladium-activated carbon). The solvent is CO (methanol). Conditions: time 15 hour. Yields the product OC=1C(=C(C=CC1)CCC(=O)OCC)C (ethyl 3-(3-hydroxy-2-methylphenyl)propanoate). Isolated yield 71.2%. Reaction SMILES: C([O:8][C:9]1[C:10]([CH3:22])=[C:11]([CH:15]=[CH:16][C:17]([O:19][CH2:20][CH3:21])=[O:18])[CH:12]=[CH:13][CH:14]=1)C1C=CC=CC=1>CO.[Pd]>[OH:8][C:9]1[C:10]([CH3:22])=[C:11]([CH2:15][CH2:16][C:17]([O:19][CH2:20][CH3:21])=[O:18])[CH:12]=[CH:13][CH:14]=1. Procedure details: To a solution of ethyl 3-(3-(benzyloxy)-2-methylphenyl)acrylate (5.00 g) in methanol (100 mL) was added 10% palladium-activated carbon (500 mg), and the mixture was stirred for 15 hr under a hydrogen atmosphere. The reaction mixture was filtered, and the filtrate was concentrated under reduced pressure. The residue was purified by silica gel column chromatography (ethyl acetate/hexane) to give the title compound (2.50 g) as a yellow oil. The reactants are C=CCOc1cncc(Cl)n1, Cc1nc(C#Cc2cccc(Cl)c2)c[nH]1. Yields the product C=CCOc1cncc(-n2cc(C#Cc3cccc(Cl)c3)nc2C)n1. Reaction SMILES: [CH2:16]([CH:17]=[CH2:18])[O:19][c:20]1[n:21][c:22]([Cl:26])[cH:23][n:24][cH:25]1.[Cl:1][c:2]1[cH:3][c:4]([C:8]#[C:9][c:10]2[n:11][c:12]([CH3:15])[nH:13][cH:14]2)[cH:5][cH:6][cH:7]1>>[Cl:1][c:2]1[cH:3][c:4]([C:8]#[C:9][c:10]2[n:11][c:12]([CH3:15])[n:13](-[c:22]3[n:21][c:20]([O:19][CH2:16][CH:17]=[CH2:18])[cH:25][n:24][cH:23]3)[cH:14]2)[cH:5][cH:6][cH:7]1.